describe an organic reaction: reactants, conditions, products, and yield From a dataset of the Open Reaction Database (ORD), a public repository of structured organic reaction records. Starting materials: [BH3-]C#N.[Na+] (NaBH3CN), C([O-])(O)=O.[Na+] (sodium bicarbonate), CC1=C(C(NC(=C1)C)=O)CNC(C1=C(C(=CC(=C1)C=1C=NC(=CC1)C=O)N(C1CCOCC1)CC)C)=O (N-((4,6-dimethyl-2-oxo-1,2-dihydropyridin-3-yl)methyl)-3-(ethyl(tetrahydro-2H-pyran-4-yl)amino)-5-(6-formylpyridin-3-yl)-2-methylbenzamide), N1CCOCC1 (morpholine), C(C)(=O)O (acetic acid). Run in ClC(C)Cl (dichloroethane), CO (MeOH). Run at time 15 minute. The product is CC1=C(C(NC(=C1)C)=O)CNC(C1=C(C(=CC(=C1)C=1C=NC(=CC1)CN1CCOCC1)N(C1CCOCC1)CC)C)=O (N-((4,6-dimethyl-2-oxo-1,2-dihydropyridin-3-yl)methyl)-3-(ethyl(tetrahydro-2H-pyran-4-yl)amino)-2-methyl-5-(6-(morpholinomethyl)pyridin-3-yl)benzamide). Reaction SMILES: [CH3:1][C:2]1[CH:7]=[C:6]([CH3:8])[NH:5][C:4](=[O:9])[C:3]=1[CH2:10][NH:11][C:12](=[O:37])[C:13]1[CH:18]=[C:17]([C:19]2[CH:20]=[N:21][C:22]([CH:25]=O)=[CH:23][CH:24]=2)[CH:16]=[C:15]([N:27]([CH2:34][CH3:35])[CH:28]2[CH2:33][CH2:32][O:31][CH2:30][CH2:29]2)[C:14]=1[CH3:36].[NH:38]1[CH2:43][CH2:42][O:41][CH2:40][CH2:39]1.C(O)(=O)C.[BH3-]C#N.[Na+].C(=O)(O)[O-].[Na+]>ClC(Cl)C.CO>[CH3:1][C:2]1[CH:7]=[C:6]([CH3:8])[NH:5][C:4](=[O:9])[C:3]=1[CH2:10][NH:11][C:12](=[O:37])[C:13]1[CH:18]=[C:17]([C:19]2[CH:20]=[N:21][C:22]([CH2:25][N:38]3[CH2:43][CH2:42][O:41][CH2:40][CH2:39]3)=[CH:23][CH:24]=2)[CH:16]=[C:15]([N:27]([CH2:34][CH3:35])[CH:28]2[CH2:29][CH2:30][O:31][CH2:32][CH2:33]2)[C:14]=1[CH3:36] |f:3.4,5.6|. Procedure: To a stirred solution of N-((4,6-dimethyl-2-oxo-1,2-dihydropyridin-3-yl)methyl)-3-(ethyl(tetrahydro-2H-pyran-4-yl)amino)-5-(6-formylpyridin-3-yl)-2-methylbenzamide (0.2 g, mmol) in dichloroethane (3 mL) was added morpholine (5 equiv.) in 5 mL MeOH and acetic acid (2 equiv.) and the mixture was stirred at room temperature for 15 minutes. Then NaBH3CN (1.5 equiv.) was added and the reaction stirred at room temperature for 16 hours. After completion (monitored by TLC), aqueous sodium bicarbonate wa... Starting materials: CCOP(=O)(C#N)OCC, C1CNCCN1, CC(C)Cn1c(=O)n(C)c(=O)c2c(-c3cc(C(=O)O)cn3C)n(Cc3c[nH]c4ccc(Cl)cc34)nc21. Product: CC(C)Cn1c(=O)n(C)c(=O)c2c(-c3cc(C(=O)N4CCNCC4)cn3C)n(Cc3c[nH]c4ccc(Cl)cc34)nc21. RXN SMILES: [C:43]([P:44](=[O:45])([O:46][CH2:47][CH3:48])[O:49][CH2:50][CH3:51])#[N:52].[CH2:37]1[CH2:38][NH:39][CH2:40][CH2:41][NH:42]1.[Cl:1][c:2]1[cH:3][c:4]2[c:5]([CH2:11][n:12]3[n:13][c:14]4[n:15]([CH2:33][CH:34]([CH3:35])[CH3:36])[c:16](=[O:32])[n:17]([CH3:31])[c:18](=[O:30])[c:19]4[c:20]3-[c:21]3[cH:22][c:23]([C:27](=[O:28])[OH:29])[cH:24][n:25]3[CH3:26])[cH:6][nH:7][c:8]2[cH:9][cH:10]1>>[Cl:1][c:2]1[cH:3][c:4]2[c:5]([CH2:11][n:12]3[n:13][c:14]4[n:15]([CH2:33][CH:34]([CH3:35])[CH3:36])[c:16](=[O:32])[n:17]([CH3:31])[c:18](=[O:30])[c:19]4[c:20]3-[c:21]3[cH:22][c:23]([C:27](=[O:28])[N:39]4[CH2:38][CH2:37][NH:42][CH2:41][CH2:40]4)[cH:24][n:25]3[CH3:26])[cH:6][nH:7][c:8]2[cH:9][cH:10]1. The reactants are C=1C=C[NH+]=CC1.[O-][Cr](=O)(=O)Cl (PCC), OC(CCNC(OC(C)(C)C)=O)C1=CC(=CC=C1)O (tert-butyl 3-hydroxy-3-(3-hydroxyphenyl)propylcarbamate). Run in C(Cl)Cl (DCM). Run at temperature 0 celsius, time 2 hour. Yields the product OC=1C=C(C=CC1)C(CCNC(OC(C)(C)C)=O)=O (tert-butyl 3-(3-hydroxyphenyl)-3-oxopropylcarbamate). RXN SMILES: C1C=C[NH+]=CC=1.[O-][Cr](Cl)(=O)=O.[OH:12][CH:13]([C:24]1[CH:29]=[CH:28][CH:27]=[C:26]([OH:30])[CH:25]=1)[CH2:14][CH2:15][NH:16][C:17](=[O:23])[O:18][C:19]([CH3:22])([CH3:21])[CH3:20]>C(Cl)Cl>[OH:30][C:26]1[CH:25]=[C:24]([C:13](=[O:12])[CH2:14][CH2:15][NH:16][C:17](=[O:23])[O:18][C:19]([CH3:20])([CH3:21])[CH3:22])[CH:29]=[CH:28][CH:27]=1 |f:0.1|. Procedure details: A stirred suspension of PCC (42.3 g, 196 mmol) and Celite (43 g) in DCM (300 mL) was cooled to 0° C. Alcohol 21.18 (35.0 g, 131 mmol) was slowly added to the reaction mixture over a period of 15 min. The reaction mixture was allowed to stir at room temperature for 2 h. The reaction mixture was then filtered through a pad of Celite and the filter bed was washed with DCM. Concentration of the filtrate gave a black tarry mass which was purified by flash chromatography (30-50% ethyl acetate-hexanes ... The reactants are 1-(di-1-pyrrolidinylmethylene)-1H-benzotriazolium 3-oxide hexafluorophosphate, FC1(C(N(C2=C(N(C1)CCCC1=CC=CC=C1)N=C(N=C2)NC2=C(C=C(C(=O)O)C=C2)OC)C)=O)F (4-[7,7-difluoro-5-methyl-6-oxo-9-(3-phenyl-propyl)-6,7,8,9-tetrahydro-5H-pyrimido[4,5-b][1,4]diazepin-2-ylamino]-3-methoxy-benzoic acid), C(C)N(C(C)C)C(C)C (ethyldiisopropyl amine), CN(CCCN)C (N,N-dimethyl-propane-1,3-diamine). Run in CN(C=O)C (dimethylformamide), ice water. Reaction conditions: time 1 hour. Product: FC1(C(N(C2=C(N(C1)CCCC1=CC=CC=C1)N=C(N=C2)NC2=C(C=C(C(=O)NCCCN(C)C)C=C2)OC)C)=O)F (4-[7,7-difluoro-5-methyl-6-oxo-9-(3-phenyl-propyl)-6,7,8,9-tetrahydro-5H-pyrimido[4,5-b][1,4]diazepin-2-ylamino]-N-(3-dimethylamino-propyl)-3-methoxy-benzamide). Yield: 34.4%. As a reaction SMILES: [F:1][C:2]1([F:36])[CH2:8][N:7]([CH2:9][CH2:10][CH2:11][C:12]2[CH:17]=[CH:16][CH:15]=[CH:14][CH:13]=2)[C:6]2[N:18]=[C:19]([NH:22][C:23]3[CH:31]=[CH:30][C:26]([C:27]([OH:29])=O)=[CH:25][C:24]=3[O:32][CH3:33])[N:20]=[CH:21][C:5]=2[N:4]([CH3:34])[C:3]1=[O:35].C(N(C(C)C)C(C)C)C.[CH3:46][N:47]([CH3:52])[CH2:48][CH2:49][CH2:50][NH2:51]>CN(C)C=O>[F:1][C:2]1([F:36])[CH2:8][N:7]([CH2:9][CH2:10][CH2:11][C:12]2[CH:17]=[CH:16][CH:15]=[CH:14][CH:13]=2)[C:6]2[N:18]=[C:19]([NH:22][C:23]3[CH:31]=[CH:30][C:26]([C:27]([NH:51][CH2:50][CH2:49][CH2:48][N:47]([CH3:52])[CH3:46])=[O:29])=[CH:25][C:24]=3[O:32][CH3:33])[N:20]=[CH:21][C:5]=2[N:4]([CH3:34])[C:3]1=[O:35]. Procedure details: To a mixture of 0.05 g (0.10 mmole) of 4-[7,7-difluoro-5-methyl-6-oxo-9-(3-phenyl-propyl)-6,7,8,9-tetrahydro-5H-pyrimido[4,5-b][1,4]diazepin-2-ylamino]-3-methoxy-benzoic acid (I-281), 0.07 mL (0.40 mmole) of ethyldiisopropyl amine and 0.0074 g (0.11 mmole) of N,N-dimethyl-propane-1,3-diamine in 2.0 mL of dimethylformamide was added 0.048 g (0.11 mmole) of 1-(di-1-pyrrolidinylmethylene)-1H-benzotriazolium 3-oxide hexafluorophosphate. The mixture was stirred at room temperature for 1 hour, then di... The reactants are CS(=O)(=O)OCCN(CC(F)(F)F)c1ccc(C#N)c(C(F)(F)F)c1, Oc1ccc(OCCN2CCCCC2)cc1, CN(C)C=O. The product is N#Cc1ccc(N(CCOc2ccc(OCCN3CCCCC3)cc2)CC(F)(F)F)cc1C(F)(F)F. RXN SMILES: [CH3:17][S:18]([O:19][CH2:22][CH2:23][N:24]([CH2:25][C:26]([F:27])([F:28])[F:29])[c:30]1[cH:31][c:32]([C:38]([F:39])([F:40])[F:41])[c:33]([C:36]#[N:37])[cH:34][cH:35]1)(=[O:20])=[O:21].[N:1]1([CH2:7][CH2:8][O:9][c:10]2[cH:11][cH:12][c:13]([OH:16])[cH:14][cH:15]2)[CH2:2][CH2:3][CH2:4][CH2:5][CH2:6]1.[O:42]=[CH:43][N:44]([CH3:45])[CH3:46]>>[N:1]1([CH2:7][CH2:8][O:9][c:10]2[cH:11][cH:12][c:13]([O:16][CH2:22][CH2:23][N:24]([CH2:25][C:26]([F:27])([F:28])[F:29])[c:30]3[cH:31][c:32]([C:38]([F:39])([F:40])[F:41])[c:33]([C:36]#[N:37])[cH:34][cH:35]3)[cH:14][cH:15]2)[CH2:2][CH2:3][CH2:4][CH2:5][CH2:6]1. Reactants: CN(C)C=O, O=c1[nH]c(-c2ccccc2Cl)nc2ccccc12, O, O=S(Cl)Cl. The product is Clc1ccccc1-c1nc(Cl)c2ccccc2n1. RXN SMILES: [CH3:23][N:24]([CH3:25])[CH:26]=[O:27].[Cl:1][c:2]1[c:3](-[c:8]2[n:9][c:10]3[cH:11][cH:12][cH:13][cH:14][c:15]3[c:16](=[O:18])[nH:17]2)[cH:4][cH:5][cH:6][cH:7]1.[OH2:28].[S:19]([Cl:20])([Cl:21])=[O:22]>>[Cl:1][c:2]1[c:3](-[c:8]2[n:9][c:10]3[cH:11][cH:12][cH:13][cH:14][c:15]3[c:16]([Cl:21])[n:17]2)[cH:4][cH:5][cH:6][cH:7]1. The reactants are ClC1(C(C1(C)C)CCl)Cl (2,2-dichloro-3,3-dimethyl-1-chloromethylcyclopropane), [S-]C#N.[K+] (potassium thiocyanate). The solvent is C(C)O (ethanol). The product is ClC1(C(C1(C)C)CSC#N)Cl (2,2-dichloro-3,3-dimethylcyclopropylmethyl thiocyanate). Isolated yield 85.9%. RXN SMILES: [Cl:1][C:2]1([Cl:9])[C:4]([CH3:6])([CH3:5])[CH:3]1[CH2:7]Cl.[S-:10][C:11]#[N:12].[K+]>C(O)C>[Cl:1][C:2]1([Cl:9])[C:4]([CH3:6])([CH3:5])[CH:3]1[CH2:7][S:10][C:11]#[N:12] |f:1.2|. Reported procedure: 1.87 g of 2,2-dichloro-3,3-dimethyl-1-chloromethylcyclopropane and 1.0 g of potassium thiocyanate were suspended in 20 ml of ethanol, and the suspension was refluxed for 12 hours. Ethanol was evaporated, and 20 ml of water was added. The mixture was extracted with toluene. The toluene layer was washed with water and dried over sodium sulfate. The toluene was then evaporated under reduced pressure to give 1.80 g of 2,2-dichloro-3,3-dimethylcyclopropylmethyl thiocyanate, the desired compound shown...